From a dataset of the Open Reaction Database (ORD), a public repository of structured organic reaction records. describe an organic reaction: reactants, conditions, products, and yield Reactants: C(C)(=O)O[BH-](OC(C)=O)OC(C)=O.[Na+] (Sodium triacetoxyborohydride), CC1=C(N=C(O1)C1=CC=C(C(=O)NCC=2C=NC=CC2)C=C1)CS(=O)(=O)C1CCNCC1 (4-[5-methyl-4-[(piperidine-4-sulfonyl)methyl]-1,3-oxazol-2-yl]-N-(pyridin-3-ylmethyl)benzamide), C1(CCCC1)=O (cyclopentanone), C(C)(=O)O (acetic acid). Solvent: ClCCCl (1,2-dichloroethane). Reaction conditions: time 8 hour. Yields the product C1(CCCC1)N1CCC(CC1)S(=O)(=O)CC=1N=C(OC1C)C1=CC=C(C(=O)NCC=2C=NC=CC2)C=C1 (4-[4-[(1-cyclopentylpiperidine-4-sulfonyl)methyl]-5-methyl-1,3-oxazol-2-yl]-N-(pyridin-3-ylmethyl)benzamide). Isolated yield 69.6%. RXN SMILES: [CH3:1][C:2]1[O:6][C:5]([C:7]2[CH:22]=[CH:21][C:10]([C:11]([NH:13][CH2:14][C:15]3[CH:16]=[N:17][CH:18]=[CH:19][CH:20]=3)=[O:12])=[CH:9][CH:8]=2)=[N:4][C:3]=1[CH2:23][S:24]([CH:27]1[CH2:32][CH2:31][NH:30][CH2:29][CH2:28]1)(=[O:26])=[O:25].[C:33]1(=O)[CH2:37][CH2:36][CH2:35][CH2:34]1.C(O)(=O)C.C(O[BH-](OC(=O)C)OC(=O)C)(=O)C.[Na+]>ClCCCl>[CH:33]1([N:30]2[CH2:29][CH2:28][CH:27]([S:24]([CH2:23][C:3]3[N:4]=[C:5]([C:7]4[CH:8]=[CH:9][C:10]([C:11]([NH:13][CH2:14][C:15]5[CH:16]=[N:17][CH:18]=[CH:19][CH:20]=5)=[O:12])=[CH:21][CH:22]=4)[O:6][C:2]=3[CH3:1])(=[O:25])=[O:26])[CH2:32][CH2:31]2)[CH2:37][CH2:36][CH2:35][CH2:34]1 |f:3.4|. Procedure details: A solution of 4-[5-methyl-4-[(piperidine-4-sulfonyl)methyl]-1,3-oxazol-2-yl]-N-(pyridin-3-ylmethyl)benzamide (300 mg, 0.66 mmol, 1.00 equiv), cyclopentanone (84 mg, 1.00 mmol, 1.51 equiv) and acetic acid (60 mg, 1.00 mmol, 1.51 equiv) in 1,2-dichloroethane (10 mL) was stirred at room temperature for 4 h. Sodium triacetoxyborohydride (420 mg, 1.98 mmol, 3.00 equiv) was added and the resulting solution was stirred overnight at room temperature. The resulting mixture was concentrated under vacuum a... Starting materials: C(C)(=O)O[BH-](OC(C)=O)OC(C)=O.[Na+] (Sodium triacetoxyborohydride), NC=1C2=C(N=CN1)N(C=C2C2=CC=C(C=C2)OC2=CC=CC=C2)C2CCC(CC2)=O (4-[4-amino-5-(4-phenoxyphenyl)-7H-pyrrolo[2,3-d]pyrimidin-7-yl]cyclohexanone), N1C[C@@H](CC1)O ((R)-(+)-3-pyrrolidinol), C([O-])(O)=O.[Na+] (sodium bicarbonate). The solvent is C(Cl)Cl (CH2Cl2), CO (MeOH), C(Cl)Cl (CH2Cl2), C(Cl)Cl (CH2Cl2), CO (MeOH), CO (MeOH), ClCCCl (1,2-dichloroethane), O (Water). Reaction conditions: time 1.5 hour. Product: NC=1C2=C(N=CN1)N(C=C2C2=CC=C(C=C2)OC2=CC=CC=C2)[C@H]2CC[C@H](CC2)N2C[C@@H](CC2)O (cis-(3R)-1-{4-[4-amino-5-(4-phenoxyphenyl)-7H-pyrrolo[2,3-d]pyrimidin-7-yl]cyclohexyl}tetrahydro-1H-3-pyrrolol). Yield: 44.6%. Reaction SMILES: [NH2:1][C:2]1[C:3]2[C:10]([C:11]3[CH:16]=[CH:15][C:14]([O:17][C:18]4[CH:23]=[CH:22][CH:21]=[CH:20][CH:19]=4)=[CH:13][CH:12]=3)=[CH:9][N:8]([CH:24]3[CH2:29][CH2:28][C:27](=O)[CH2:26][CH2:25]3)[C:4]=2[N:5]=[CH:6][N:7]=1.[NH:31]1[CH2:35][CH2:34][C@@H:33]([OH:36])[CH2:32]1.C(O[BH-](OC(=O)C)OC(=O)C)(=O)C.[Na+].C(=O)(O)[O-].[Na+]>ClCCCl.C(Cl)Cl.CO.O>[NH2:1][C:2]1[C:3]2[C:10]([C:11]3[CH:12]=[CH:13][C:14]([O:17][C:18]4[CH:23]=[CH:22][CH:21]=[CH:20][CH:19]=4)=[CH:15][CH:16]=3)=[CH:9][N:8]([C@@H:24]3[CH2:29][CH2:28][C@H:27]([N:31]4[CH2:35][CH2:34][C@@H:33]([OH:36])[CH2:32]4)[CH2:26][CH2:25]3)[C:4]=2[N:5]=[CH:6][N:7]=1 |f:2.3,4.5|. Procedure details: A mixture of 4-[4-amino-5-(4-phenoxyphenyl)-7H-pyrrolo[2,3-d]pyrimidin-7-yl]cyclohexanone (1.00 g, 2.51 mmol) and (R)-(+)-3-pyrrolidinol (0.62 mL, 7.5 mmol) in 1,2-dichloroethane (50 mL) was stirred at ambient temperature under an atmosphere of nitrogen for 1.5 hours. Sodium triacetoxyborohydride (0.691 g, 3.26 mmol) was added and the mixture stirred at ambient temperature for 22 hours. Water (50 mL) and sodium bicarbonate (1.34 g, 16.1 mmol) were added and the mixture was stirred for 2 hours. T... Reactants: C1=C(N2CCOCC2)CCN(Cc2ccccc2)C1, CCCCC, B1C2CCCC1CCC2, C1CCOC1. Yields the product C1=CCN(Cc2ccccc2)CC1. Reaction SMILES: [CH2:1]([c:2]1[cH:3][cH:4][cH:5][cH:6][cH:7]1)[N:8]1[CH2:9][CH2:10][C:11]([N:14]2[CH2:15][CH2:16][O:17][CH2:18][CH2:19]2)=[CH:12][CH2:13]1.[CH3:29][CH2:30][CH2:31][CH2:32][CH3:33].[CH:20]12[CH2:21][CH2:22][CH2:23][CH:24]([BH:25]1)[CH2:26][CH2:27][CH2:28]2.[O:34]1[CH2:35][CH2:36][CH2:37][CH2:38]1>>[CH2:1]([c:2]1[cH:3][cH:4][cH:5][cH:6][cH:7]1)[N:8]1[CH2:9][CH:10]=[CH:11][CH2:12][CH2:13]1. As a reaction SMILES: [C:42]([CH3:43])([CH3:44])([CH3:45])[NH2:46].[CH:1]1([NH:6][c:7]2[n:8][cH:9][cH:10][c:11](-[c:13]3[c:14](-[c:24]4[cH:25][cH:26][c:27]([F:30])[cH:28][cH:29]4)[n:15][n:16]4[c:17]([S:22][CH3:23])[n:18][cH:19][cH:20][c:21]34)[n:12]2)[CH2:2][CH2:3][CH2:4][CH2:5]1.[Cl:47][CH2:48][Cl:49].[OH2:50].[OH:31][O:32][C:33]([c:34]1[cH:35][c:36]([Cl:37])[cH:38][cH:39][cH:40]1)=[O:41]>>[CH:1]1([NH:6][c:7]2[n:8][cH:9][cH:10][c:11](-[c:13]3[c:14](-[c:24]4[cH:25][cH:26][c:27]([F:30])[cH:28][cH:29]4)[n:15][n:16]4[c:17]([NH:46][C:42]([CH3:43])([CH3:44])[CH3:45])[n:18][cH:19][cH:20][c:21]34)[n:12]2)[CH2:2][CH2:3][CH2:4][CH2:5]1. Product: CC(C)(C)Nc1nccc2c(-c3ccnc(NC4CCCC4)n3)c(-c3ccc(F)cc3)nn12. Starting materials: CC(C)(C)N, CSc1nccc2c(-c3ccnc(NC4CCCC4)n3)c(-c3ccc(F)cc3)nn12, ClCCl, O, O=C(OO)c1cccc(Cl)c1.